From a dataset of the Open Reaction Database (ORD), a public repository of structured organic reaction records. describe an organic reaction: reactants, conditions, products, and yield Starting materials: CCOP(=O)(CC#N)OCC, C1CCOC1, C[Si](C)(C)[N-][Si](C)(C)C, COc1ccc(C(=O)c2cc(OC)cc(OC)c2)cc1, [Li+], O. Yields the product COc1ccc(C(=CC#N)c2cc(OC)cc(OC)c2)cc1. Reaction SMILES: [CH2:1]([O:2][P:3](=[O:4])([O:5][CH2:6][CH3:7])[CH2:9][C:10]#[N:11])[CH3:8].[CH2:43]1[O:44][CH2:45][CH2:46][CH2:47]1.[CH3:12][Si:13]([N-:14][Si:15]([CH3:16])([CH3:17])[CH3:18])([CH3:19])[CH3:20].[CH3:22][O:23][c:24]1[cH:25][c:26]([C:32](=[O:33])[c:34]2[cH:35][cH:36][c:37]([O:40][CH3:41])[cH:38][cH:39]2)[cH:27][c:28]([O:30][CH3:31])[cH:29]1.[Li+:21].[OH2:42]>>[CH:9]([C:10]#[N:11])=[C:32]([c:26]1[cH:25][c:24]([O:23][CH3:22])[cH:29][c:28]([O:30][CH3:31])[cH:27]1)[c:34]1[cH:35][cH:36][c:37]([O:40][CH3:41])[cH:38][cH:39]1. Reactants: ClC1OC=2C(N1)=C(C=CC2F)C(=O)OC (methyl 2-chloro-7-fluoro-2,3-dihydrobenzoxazole-4-carboxylate), [N+](=O)([O-])C1=C(C=CC=C1)O (o-nitrophenol), C(=O)([O-])[O-].[K+].[K+] (K2CO3). Run in C1CCOC1 (THF). Product: NC=1OC=2C(N1)=C(C=CC2F)C(=O)OC (methyl 2-amino-7-fluorobenzoxazole-4-carboxylate). Isolated yield 26.2%. Reaction SMILES: Cl[CH:2]1[NH:6][C:5]2=[C:7]([C:12]([O:14][CH3:15])=[O:13])[CH:8]=[CH:9][C:10]([F:11])=[C:4]2[O:3]1.[N+:16](C1C=CC=CC=1O)([O-])=O.C([O-])([O-])=O.[K+].[K+]>C1COCC1>[NH2:16][C:2]1[O:3][C:4]2[C:5](=[C:7]([C:12]([O:14][CH3:15])=[O:13])[CH:8]=[CH:9][C:10]=2[F:11])[N:6]=1 |f:2.3.4|. Procedure: A mixture of methyl 2-chloro-7-fluoro-2,3-dihydrobenzoxazole-4-carboxylate (720 mg, 3.14 mmol), o-nitrophenol (660 mg, 4.71 mmol) and K2CO3 (0.96 g, 7.0 mmol), in THF (10 mL), was stirred at ambient for 2.5 h. The reaction mixture was filtered and gaseous ammonia was bubbled through the mother liquor for 10 min. The precipitate formed was filtered and washed with THF (20 mL). The combined THF fractions were concentrated, and the resulting residue crystallized from methanol to afford methyl 2-ami... Reactants: CC1=CC=CC(=N1)C1=NN2C(C=CC=C2)=C1C(=O)O (2-(6-methyl-pyridin-2-yl)-pyrazolo[1,5-a]pyridine-3-carboxylic acid), C([O-])(O)=O.[Na+] (sodium bicarbonate), BrN1C(CCC1=O)=O (N-bromosuccinimide). The solvent is CN(C)C=O (DMF), O (water). The product is BrC=1C(=NN2C1C=CC=C2)C2=NC(=CC=C2)C (3-Bromo-2-(6-methyl-pyridin-2-yl)-pyrazolo[1,5-a]pyridine). Isolated yield 87.7%. Reaction SMILES: [CH3:1][C:2]1[N:7]=[C:6]([C:8]2[C:16](C(O)=O)=[C:11]3[CH:12]=[CH:13][CH:14]=[CH:15][N:10]3[N:9]=2)[CH:5]=[CH:4][CH:3]=1.C(=O)(O)[O-].[Na+].[Br:25]N1C(=O)CCC1=O>CN(C=O)C.O>[Br:25][C:16]1[C:8]([C:6]2[CH:5]=[CH:4][CH:3]=[C:2]([CH3:1])[N:7]=2)=[N:9][N:10]2[CH:15]=[CH:14][CH:13]=[CH:12][C:11]=12 |f:1.2|. Reported procedure: A solution of 2-(6-methyl-pyridin-2-yl)-pyrazolo[1,5-a]pyridine-3-carboxylic acid (0.92 g, 3.6 mmol), sodium bicarbonate (1.04 g, 12.4 mmol), and N-bromosuccinimide (0.71 g, 4.0 mmol) in DMF (25 mL) is stirred for 2 hours at room temperature. The reaction is then diluted with water (50 mL) and extracted with EtOAc (3×15 mL). The organic layer is washed with brine and dried over sodium sulfate. The solvent is removed in vacuo to afford 0.91 g (87%) of desired product as a dark green solid. UV (95... Reactants: [H-].[Na+] (sodium hydride), C(C(C)(C)C)OC(N(C)C)OCC(C)(C)C (dimethylformamide dineopentyl acetal), C(#N)C(C(=O)N)C1=CC(CCC1)=O (α-cyano-3-oxo-1-cyclohexen-1-acetamide), dialkylformamide acetal, C(C)OC(N(C)C)OCC (dimethylformamide diethyl acetal). The product is O=C1NC=C2C(CCCC2=C1C#N)=O (2,3,5,6,7,8-hexahydro-3,8-dioxo-4-isoquinolinecarbonitrile). As a reaction SMILES: [H-].[Na+].C(O[CH:6]([O:10]CC)[N:7]([CH3:9])C)C.C(OC(OCC(C)(C)C)N(C)C)C(C)(C)C.[C:29]([CH:31]([C:35]1[CH2:40][CH2:39][CH2:38][C:37](=[O:41])[CH:36]=1)C(N)=O)#[N:30]>>[O:10]=[C:6]1[C:31]([C:29]#[N:30])=[C:35]2[C:36]([C:37](=[O:41])[CH2:38][CH2:39][CH2:40]2)=[CH:9][NH:7]1 |f:0.1|. Procedure details: The novel compounds of the present invention originate from a novel process which utilizes dihydroresorcinol as the starting material. That substance thus is allowed to react with a chlorinating reagent such as phosphorus trichloride to afford 3-chloro-2-cyclohexen-1-one. Reaction with cycnoacetamide and sodium hydride results in α-cyano-3-oxo-1-cyclohexen-1-acetamide, which is contacted with a dialkylformamide acetal, for example dimethylformamide diethyl acetal or dimethylformamide dineopentyl... The solvent is O (water), CCO (EtOH). Reagents/catalysts: C=1C=CC(=CC1)[P](C=2C=CC=CC2)(C=3C=CC=CC3)[Pd]([P](C=4C=CC=CC4)(C=5C=CC=CC5)C=6C=CC=CC6)([P](C=7C=CC=CC7)(C=8C=CC=CC8)C=9C=CC=CC9)[P](C=1C=CC=CC1)(C=1C=CC=CC1)C=1C=CC=CC1 (Pd(PPh3)4). Run at temperature 80 celsius. Reported procedure: A vigorously stirred mixture of cesium carbonate (190 mg, 0.583 mmol), 3-fluoro-4-(2-iodothieno[3,2-b]pyridin-7-yloxy)benzenamine (Example 6, Step A; 150 mg, 0.388 mmol), phenylboronic acid (59.2 mg, 0.486 mmol), toluene (4 mL) and EtOH (1 mL) was degassed under nitrogen for 10 minutes, and then Pd(PPh3)4 (22.4 mg, 0.0194 mmol) was added. The reaction mixture was heated at 80° C. for 18 hours, then cooled to room temperature and diluted with water (20 mL). The reaction mixture was extracted with... Reactants: C([O-])([O-])=O.[Cs+].[Cs+] (cesium carbonate), FC=1C=C(N)C=CC1OC1=C2C(=NC=C1)C=C(S2)I (3-fluoro-4-(2-iodothieno[3,2-b]pyridin-7-yloxy)aniline), C1(=CC=CC=C1)B(O)O (phenylboronic acid), C1(=CC=CC=C1)C (toluene). The product is FC=1C=C(C=CC1OC1=C2C(=NC=C1)C=C(S2)C2=CC=CC=C2)N (3-fluoro-4-(2-phenylthieno[3,2-b]pyridin-7-yloxy)benzenamine). As a reaction SMILES: C(=O)([O-])[O-].[Cs+].[Cs+].[F:7][C:8]1[CH:9]=[C:10]([CH:12]=[CH:13][C:14]=1[O:15][C:16]1[CH:21]=[CH:20][N:19]=[C:18]2[CH:22]=[C:23](I)[S:24][C:17]=12)[NH2:11].[C:26]1(B(O)O)[CH:31]=[CH:30][CH:29]=[CH:28][CH:27]=1.C1(C)C=CC=CC=1>O.C1C=CC([P]([Pd]([P](C2C=CC=CC=2)(C2C=CC=CC=2)C2C=CC=CC=2)([P](C2C=CC=CC=2)(C2C=CC=CC=2)C2C=CC=CC=2)[P](C2C=CC=CC=2)(C2C=CC=CC=2)C2C=CC=CC=2)(C2C=CC=CC=2)C2C=CC=CC=2)=CC=1.CCO>[F:7][C:8]1[CH:9]=[C:10]([NH2:11])[CH:12]=[CH:13][C:14]=1[O:15][C:16]1[CH:21]=[CH:20][N:19]=[C:18]2[CH:22]=[C:23]([C:26]3[CH:31]=[CH:30][CH:29]=[CH:28][CH:27]=3)[S:24][C:17]=12 |f:0.1.2,^1:46,48,67,86|. Reported procedure: Prepared as in Example 24a from 3-((4-amino-3-(ethoxycarbonyl)-2-methylquinolin-5-yl)oxy)-2,2-dimethylpropanoic acid (Example 47b) and cyclobutylmethanamine as an off-white solid (67%). MS 414 (MH+). The product is NC1=C(C(=NC2=CC=CC(=C12)OCC(C(=O)NCC1CCC1)(C)C)C)C(=O)OCC (ethyl 4-amino-5-(3-((cyclobutylmethyl)amino)-2,2-dimethyl-3-oxopropoxy)-2-methylquinoline-3-carboxylate). As a reaction SMILES: [NH2:1][C:2]1[C:11]2[C:6](=[CH:7][CH:8]=[CH:9][C:10]=2[O:12][CH2:13][C:14]([CH3:19])([CH3:18])[C:15](O)=[O:16])[N:5]=[C:4]([CH3:20])[C:3]=1[C:21]([O:23][CH2:24][CH3:25])=[O:22].[CH:26]1([CH2:30][NH2:31])[CH2:29][CH2:28][CH2:27]1>>[NH2:1][C:2]1[C:11]2[C:6](=[CH:7][CH:8]=[CH:9][C:10]=2[O:12][CH2:13][C:14]([CH3:19])([CH3:18])[C:15]([NH:31][CH2:30][CH:26]2[CH2:29][CH2:28][CH2:27]2)=[O:16])[N:5]=[C:4]([CH3:20])[C:3]=1[C:21]([O:23][CH2:24][CH3:25])=[O:22]. The reactants are NC1=C(C(=NC2=CC=CC(=C12)OCC(C(=O)O)(C)C)C)C(=O)OCC (3-((4-amino-3-(ethoxycarbonyl)-2-methylquinolin-5-yl)oxy)-2,2-dimethylpropanoic acid), C1(CCC1)CN (cyclobutylmethanamine). Reactants: CO, CCOC(=O)C=Cc1ccccn1. Yields the product CCOC(=O)CCc1ccccn1. RXN SMILES: [CH3:14][OH:15].[n:1]1[c:2]([CH:7]=[CH:8][C:9](=[O:10])[O:11][CH2:12][CH3:13])[cH:3][cH:4][cH:5][cH:6]1>>[n:1]1[c:2]([CH2:7][CH2:8][C:9](=[O:10])[O:11][CH2:12][CH3:13])[cH:3][cH:4][cH:5][cH:6]1.